This data is from the Open Reaction Database (ORD), a public repository of structured organic reaction records. The task is: describe an organic reaction: reactants, conditions, products, and yield Product: C(#N)C1=C(C=CC=C1)C=1C=C2C=CN(C2=CC1)C(CC(=O)OC)CCCCCC (methyl 3-[5-(2-cyanophenyl)indol-1-yl]nonanoate). Starting materials: BrC(CC(=O)OC)CCCCCC (Methyl 3bromononanoate), base, [Br-] (bromide), C[Si](C)(C)[N-][Si](C)(C)C.[Na+] (Sodium bis (trimethylsilyl)amide), C(#N)C1=C(C=CC=C1)C=1C=C2C=CNC2=CC1 (5-(2-cyanophenyl)indole), ice water. Run in C1CCOC1 (THF), C1CCOC1 (THF), C1CCOC1 (THF). Reported procedure: Sodium bis (trimethylsilyl)amide (5.6 ml of 1M solution in THF) in 40 ml THF was added dropwise at 0° C. to a solution of 5-(2-cyanophenyl)indole (5.04 mmoles, 1.1 g) in 100 ml THF and stirred at 0° C. for 30 minutes. Methyl 3bromononanoate (5.6 mmoles, 1.32 g) in 20 ml THF was added dropwise. The reaction was stirred at room temperature for 12 hours. An additional 5 mmoles of the base and the bromide were added. The reaction was stirred an additional 12 hours, added To ice water and extracted i... Reaction conditions: temperature 0 celsius, time 30 minute. Reaction SMILES: C[Si]([N-][Si](C)(C)C)(C)C.[Na+].[C:11]([C:13]1[CH:18]=[CH:17][CH:16]=[CH:15][C:14]=1[C:19]1[CH:20]=[C:21]2[C:25](=[CH:26][CH:27]=1)[NH:24][CH:23]=[CH:22]2)#[N:12].Br[CH:29]([CH2:35][CH2:36][CH2:37][CH2:38][CH2:39][CH3:40])[CH2:30][C:31]([O:33][CH3:34])=[O:32].[Br-]>C1COCC1>[C:11]([C:13]1[CH:18]=[CH:17][CH:16]=[CH:15][C:14]=1[C:19]1[CH:20]=[C:21]2[C:25](=[CH:26][CH:27]=1)[N:24]([CH:29]([CH2:35][CH2:36][CH2:37][CH2:38][CH2:39][CH3:40])[CH2:30][C:31]([O:33][CH3:34])=[O:32])[CH:23]=[CH:22]2)#[N:12] |f:0.1|. Yield: 35.7%.